This data is from the Open Reaction Database (ORD), a public repository of structured organic reaction records. The task is: describe an organic reaction: reactants, conditions, products, and yield Reactants: [Ca], O=C(O)C(O)C(O)C(O)C(O)CO, O=CC(O)C(O)C(O)C(O)CO. Product: O=CC(O)C(O)C(O)CO. RXN SMILES: [Ca:26].[O:13]=[C:14]([OH:15])[CH:16]([CH:17]([CH:18]([CH:19]([CH2:20][OH:21])[OH:22])[OH:23])[OH:24])[OH:25].[O:1]=[CH:2][CH:3]([OH:4])[CH:5]([OH:6])[CH:7]([OH:8])[CH:9]([OH:10])[CH2:11][OH:12]>>[O:1]=[CH:2][CH:3]([OH:4])[CH:5]([OH:6])[CH:7]([OH:8])[CH2:9][OH:10]. The solvent is CN(C=O)C (dimethylformamide). Procedure details: A mixture of 19.85 g of tert-butylhydroquinone, 10.7 ml of ethyl bromide and 200 ml of dimethylformamide (DMF) was cooled to -78° C., and 4.82 g of 62.5% sodium hydride was added to the mixture. The temperature of the mixture was raised to 0° C., and the mixture was further stirred under ice-cooling for 30 minutes. The reaction mixture was poured into ice water, and the mixture was extracted with ethyl acetate. The extract was washed and dried, and the solvent was removed under reduced pressure.... Reaction SMILES: [C:1]([C:5]1[CH:11]=[C:10]([OH:12])[CH:9]=[CH:8][C:6]=1[OH:7])([CH3:4])([CH3:3])[CH3:2].[CH2:13](Br)[CH3:14].[H-].[Na+]>CN(C)C=O>[CH2:13]([O:12][C:10]1[CH:9]=[CH:8][C:6]([OH:7])=[C:5]([C:1]([CH3:4])([CH3:2])[CH3:3])[CH:11]=1)[CH3:14] |f:2.3|. Conditions: temperature -78 celsius. The yield is 22.0%. Product: C(C)OC1=CC(=C(C=C1)O)C(C)(C)C (4-ethoxy-2-tert-butylphenol). The reactants are ice water, C(C)(C)(C)C1=C(O)C=CC(=C1)O (tert-butylhydroquinone), C(C)Br (ethyl bromide), [H-].[Na+] (sodium hydride). Reactants: CCO, COc1ccc(S(=O)(=O)Cl)cc1, Nc1ccccc1I, c1ccncc1. The product is COc1ccc(S(=O)(=O)Nc2ccccc2I)cc1. Reaction SMILES: [CH3:21][CH2:22][OH:23].[CH3:9][O:10][c:11]1[cH:12][cH:13][c:14]([S:17](=[O:18])(=[O:19])[Cl:20])[cH:15][cH:16]1.[I:1][c:2]1[c:3]([NH2:4])[cH:5][cH:6][cH:7][cH:8]1.[cH:24]1[cH:25][cH:26][n:27][cH:28][cH:29]1>>[I:1][c:2]1[c:3]([NH:4][S:17]([c:14]2[cH:13][cH:12][c:11]([O:10][CH3:9])[cH:16][cH:15]2)(=[O:18])=[O:19])[cH:5][cH:6][cH:7][cH:8]1. Reactants: FC=1C=C(N)C=CC1OC1=C2C(=NC=C1)NN=C2I (3-Fluoro-4-(3-iodo-1H-pyrazolo[3,4-b]pyridin-4-yloxy)aniline), CN(C)C=O (DMF), CN1CCNCC1 (1-methylpiperazine). The reagents and catalysts are C1=CC=C(C=C1)P([C-]2C=CC=C2)C3=CC=CC=C3.C1=CC=C(C=C1)P([C-]2C=CC=C2)C3=CC=CC=C3.Cl[Pd]Cl.[Fe+2] (1,1′-bis(diphenylphosphino) ferrocenedichloropalladium(II)). Reaction conditions: temperature 70 celsius, time 18 hour. Yields the product NC1=CC(=C(OC2=C3C(=NC=C2)NN=C3C(=O)N3CCN(CC3)C)C=C1)F ((4-(4-amino-2-fluorophenoxy)-1H-pyrazolo[3,4-b]pyridin-3-yl)(4-methylpiperazin-1-yl)methanone). As a reaction SMILES: [F:1][C:2]1[CH:3]=[C:4]([CH:6]=[CH:7][C:8]=1[O:9][C:10]1[CH:15]=[CH:14][N:13]=[C:12]2[NH:16][N:17]=[C:18](I)[C:11]=12)[NH2:5].[CH3:20][N:21]1[CH2:26]CNC[CH2:22]1.[CH3:27][N:28]([CH:30]=[O:31])[CH3:29]>C1C=CC(P(C2C=CC=CC=2)[C-]2C=CC=C2)=CC=1.C1C=CC(P(C2C=CC=CC=2)[C-]2C=CC=C2)=CC=1.Cl[Pd]Cl.[Fe+2]>[NH2:5][C:4]1[CH:6]=[CH:7][C:8]([O:9][C:10]2[CH:15]=[CH:14][N:13]=[C:12]3[NH:16][N:17]=[C:18]([C:30]([N:28]4[CH2:29][CH2:22][N:21]([CH3:26])[CH2:20][CH2:27]4)=[O:31])[C:11]=23)=[C:2]([F:1])[CH:3]=1 |f:3.4.5.6|. Procedure: 3-Fluoro-4-(3-iodo-1H-pyrazolo[3,4-b]pyridin-4-yloxy)aniline (30 mg, 0.0811 mmol) was dissolved in DMF (1 mL), and 1-methylpiperazine (0.045 ml, 0.405 mmol) and 1,1′-bis(diphenylphosphino) ferrocenedichloropalladium(II) (6.67 mg, 0.0081 mmol) were added. The reaction mixture was purged with N2(g) followed by CO(g) and then held under balloon pressure of CO(g). The mixture was stirred at 70° C. for 18 hours. The crude mixture was partitioned between ethyl acetate and water. The organic layer wash... The reactants are ClC1=CC=C(C(=O)Cl)C=C1 (4-chlorobenzoyl chloride), Cl.O1C(=CC=C1)C(=O)CN ((2-furylcarbonyl)methylamine hydrochloride), C([O-])(O)=O.[Na+] (sodium bicarbonate), C(C)(=O)OCC (ethyl acetate). The product is ClC1=CC=C(C(=O)NCC(=O)C=2OC=CC2)C=C1 (N-(4-chlorobenzoyl)-(2-furylcabonyl)methylamine). Reported procedure: To a mixture of 10 g of (2-furylcarbonyl)methylamine hydrochloride, 12.5 g of sodium bicarbonate, 200 ml of ethyl acetate and 100 ml of water are dropwise added 12.0 g of 4-chlorobenzoyl chloride at a temperature below 10° C. under stirring. The mixture is stirred at room temperature for 3 hours. Then, the ethyl acetate layer is collected, washed with water and dried. Said ethyl acetate layer is evaporated under reduced pressure to remove solvent. 16.0 g of N-(4-chlorobenzoyl)-(2-furylcabonyl)me... The solvent is O (water). The yield is 98.1%. Reaction SMILES: Cl.[O:2]1[CH:6]=[CH:5][CH:4]=[C:3]1[C:7]([CH2:9][NH2:10])=[O:8].C(=O)(O)[O-].[Na+].C(OCC)(=O)C.[Cl:22][C:23]1[CH:31]=[CH:30][C:26]([C:27](Cl)=[O:28])=[CH:25][CH:24]=1>O>[Cl:22][C:23]1[CH:31]=[CH:30][C:26]([C:27]([NH:10][CH2:9][C:7]([C:3]2[O:2][CH:6]=[CH:5][CH:4]=2)=[O:8])=[O:28])=[CH:25][CH:24]=1 |f:0.1,2.3|.